Dataset: the Open Reaction Database (ORD), a public repository of structured organic reaction records. Task: describe an organic reaction: reactants, conditions, products, and yield Run in CO (methanol). Isolated yield 109.2%. Reaction SMILES: CS(O)(=O)=O.[NH2:6][N:7]=[CH:8][NH:9][C:10]([C:12]1[NH:13][C:14]2[CH:15]=[CH:16][CH:17]=[C:18]3[CH:23]([OH:24])[CH2:22][CH2:21][C:20]=1[C:19]=23)=[O:11].[CH3:25]S(O)(=O)=O>CO>[NH2:6][N:7]=[CH:8][NH:9][C:10]([C:12]1[NH:13][C:14]2[CH:15]=[CH:16][CH:17]=[C:18]3[CH:23]([O:24][CH3:25])[CH2:22][CH2:21][C:20]=1[C:19]=23)=[O:11] |f:0.1|. Reactants: CS(=O)(=O)O.NN=CNC(=O)C=1NC=2C=CC=C3C2C1CCC3O (N-(aminoiminomethyl)-1,3,4,5-tetrahydro-5-hydroxy-benz[cd]indole-2-carboxamide methanesulfonate), CS(=O)(=O)O (methanesulfonic acid). The product is NN=CNC(=O)C=1NC=2C=CC=C3C2C1CCC3OC (N-(aminoiminomethyl)-1,3,4,5-tetrahydro-5-methoxy-benz[cd]indole -2-carboxamide). Reported procedure: A mixture of the N-(aminoiminomethyl)-1,3,4,5-tetrahydro-5-hydroxy-benz[cd]indole-2-carboxamide methanesulfonate (0.13 g, 0.37 mmol) obtained in Example 7, methanesulfonic acid (0.036 g, 0.37 mmol) and methanol (20 ml) was heated under reflux for 2 hours. Subsequently, the reaction mixture was concentrated to a volume of about 5 ml under reduced pressure and a 5% aqueous sodium chloride solution was added to the residue. The resulting mixture was made basic with 28% aqueous ammonia and extracted... Reactants: O.NN (hydrazine hydrate), C(C1=CC=CC=C1)(=O)C1=C(C(=O)O)C=C(C=C1)OC (2-benzoyl-5-methoxy-benzoic acid). Solvent: C(C)O (ethanol). Product: COC1=CC=C2C(=NNC(C2=C1)=O)C1=CC=CC=C1 (7-Methoxy-4-phenyl-2H-phthalazin-1-one). Yield: 13.9%. Reaction SMILES: O.[NH2:2][NH2:3].[C:4]([C:12]1[CH:20]=[CH:19][C:18]([O:21][CH3:22])=[CH:17][C:13]=1[C:14](O)=[O:15])(=O)[C:5]1[CH:10]=[CH:9][CH:8]=[CH:7][CH:6]=1>C(O)C>[CH3:22][O:21][C:18]1[CH:17]=[C:13]2[C:12]([C:4]([C:5]3[CH:10]=[CH:9][CH:8]=[CH:7][CH:6]=3)=[N:2][NH:3][C:14]2=[O:15])=[CH:20][CH:19]=1 |f:0.1|. Reported procedure: 10.55 g (210 mmol) of hydrazine hydrate are added to a solution of 5.4 g of 2-benzoyl-5-methoxy-benzoic acid in 50 mL of ethanol, and the mixture is refluxed for 2 hours 30 minutes. The reaction medium is cooled and then filtered. The precipitate obtained is washed with ethanol and then dried under reduced pressure at 40° C. 740 mg of product are obtained in the form of a white solid. The reactants are C(C1=CC=CC=C1)C=1C=C2C(NC(=NC2=CC1F)N1N=CC(=C1)C(=O)OCC)=O (ethyl 1-(6-benzyl-7-fluoro-4-oxo-3,4-dihydroquinazolin-2-yl)-1H-pyrazole-4-carboxylate), C1(CC1)N (cyclopropyl amine). Yields the product C(C1=CC=CC=C1)C=1C=C2C(=NC(=NC2=CC1F)N1N=CC(=C1)C(=O)O)NC1CC1 (1-(6-Benzyl-4-(cyclopropylamino)-7-fluoroquinazolin-2-yl)-1H-pyrazole-4-carboxylic acid). Reaction SMILES: [CH2:1]([C:8]1[CH:9]=[C:10]2[C:15](=[CH:16][C:17]=1[F:18])[N:14]=[C:13]([N:19]1[CH:23]=[C:22]([C:24]([O:26]CC)=[O:25])[CH:21]=[N:20]1)[NH:12][C:11]2=O)[C:2]1[CH:7]=[CH:6][CH:5]=[CH:4][CH:3]=1.[CH:30]1([NH2:33])[CH2:32][CH2:31]1>>[CH2:1]([C:8]1[CH:9]=[C:10]2[C:15](=[CH:16][C:17]=1[F:18])[N:14]=[C:13]([N:19]1[CH:23]=[C:22]([C:24]([OH:26])=[O:25])[CH:21]=[N:20]1)[N:12]=[C:11]2[NH:33][CH:30]1[CH2:32][CH2:31]1)[C:2]1[CH:3]=[CH:4][CH:5]=[CH:6][CH:7]=1. Procedure details: The above compound may be made analogous to Example 1 using ethyl 1-(6-benzyl-7-fluoro-4-oxo-3,4-dihydroquinazolin-2-yl)-1H-pyrazole-4-carboxylate in step D and cyclopropyl amine in step E. MS (ESI): predicted mass calcd. for C22H18FN5O2, 403.1 Reactants: ClC(Cl)(Cl)Cl, CNC(=O)Oc1cccc2c1OC(C)(C)C2, ClC(Cl)Cl, Cl. Yields the product CNC(=O)Oc1cc(Cl)cc2c1OC(C)(C)C2. Reaction SMILES: [C:22]([Cl:23])([Cl:24])([Cl:25])[Cl:26].[CH3:1][NH:2][C:3]([O:4][c:5]1[cH:6][cH:7][cH:8][c:9]2[c:13]1[O:12][C:11]([CH3:14])([CH3:15])[CH2:10]2)=[O:16].[CH:18]([Cl:19])([Cl:20])[Cl:21].[Cl:17]>>[CH3:1][NH:2][C:3]([O:4][c:5]1[cH:6][c:7]([Cl:19])[cH:8][c:9]2[c:13]1[O:12][C:11]([CH3:14])([CH3:15])[CH2:10]2)=[O:16]. The reactants are NC(C(=O)O)C1=CSC=C1 (2-Amino-2-(3-thienyl)acetic acid), C(C1=CC=CC=C1)OC(=O)Cl (benzyloxycarbonyl chloride). Solvent: [OH-].[Na+] (sodium hydroxide), CCOCC (ether), [OH-].[Na+] (sodium hydroxide). Run at time 3 hour. Product: C(C1=CC=CC=C1)OC(=O)NC(C(=O)O)C1=CSC=C1 (2-benzyloxycarbonylamino-2-(3-thienyl)acetic acid). The yield is 73.4%. RXN SMILES: [NH2:1][CH:2]([C:6]1[CH:10]=[CH:9][S:8][CH:7]=1)[C:3]([OH:5])=[O:4].[CH2:11]([O:18][C:19](Cl)=[O:20])[C:12]1[CH:17]=[CH:16][CH:15]=[CH:14][CH:13]=1>[OH-].[Na+].CCOCC>[CH2:11]([O:18][C:19]([NH:1][CH:2]([C:6]1[CH:10]=[CH:9][S:8][CH:7]=1)[C:3]([OH:5])=[O:4])=[O:20])[C:12]1[CH:17]=[CH:16][CH:15]=[CH:14][CH:13]=1 |f:2.3|. Reported procedure: 2-Amino-2-(3-thienyl)acetic acid (10 g) is dissolved in 1N sodium hydroxide solution, and 1N sodium hydroxide solution and a solution of benzyloxycarbonyl chloride (13 g) in ether are simultaneously added dropwise thereto at 5° to 10° C. with vigorous stirring. The mixture is stirred at the same temperature for 3 hours. After the reaction mixture is washed, the mixture is acidified and extracted with ethyl acetate. The extract is washed, dried and concentrated to remove solvent. The residue is c...